describe an organic reaction: reactants, conditions, products, and yield From a dataset of the Open Reaction Database (ORD), a public repository of structured organic reaction records. The reactants are Cl.C1(CCCCC1)NC1=NC(=NC(=C1C)C)NCC1=NC=CC=C1 (N4-cyclohexyl-5,6-dimethyl-N2-(pyridin-2-ylmethyl)pyrimidine-2,4-diamine hydrochloride), FC1=CC=C(CN)C=C1 ((4-fluorobenzyl)amine). Product: C1(CCCCC1)NC1=NC(=NC(=C1C)C)NCC1=CC=C(C=C1)F (N4-cyclohexyl-N2-(4-fluorobenzyl)-5,6-dimethylpyrimidine-2,4-diamine). Reaction SMILES: Cl.[CH:2]1([NH:8][C:9]2[C:14]([CH3:15])=[C:13]([CH3:16])[N:12]=[C:11](NCC3C=CC=CN=3)[N:10]=2)[CH2:7][CH2:6][CH2:5][CH2:4][CH2:3]1.[F:25][C:26]1[CH:33]=[CH:32][C:29]([CH2:30][NH2:31])=[CH:28][CH:27]=1>>[CH:2]1([NH:8][C:9]2[C:14]([CH3:15])=[C:13]([CH3:16])[N:12]=[C:11]([NH:31][CH2:30][C:29]3[CH:32]=[CH:33][C:26]([F:25])=[CH:27][CH:28]=3)[N:10]=2)[CH2:3][CH2:4][CH2:5][CH2:6][CH2:7]1 |f:0.1|. Reported procedure: The titled compound was synthesized according to the general procedure described for preparation of N4-cyclohexyl-5,6-dimethyl-N2-(pyridin-2-ylmethyl)pyrimidine-2,4-diamine (Example 1) using (4-fluorobenzyl)amine instead of (pyridin-2-ylmethyl)amine. The product was purified by column chromatography eluting with mixture of chloroform/ethanol/20% water solution of ammonia (200:10:1), and then the final product was washed with diethyl ether to afford the titled compound as a white solid. 1H NMR (3... Starting materials: C(C)(C)(C)OC(NC(=N)C=1SC(=C(C1)S(=O)(=O)C=1C=C(C=CC1)C1=C(C=C(C=C1)N)C)SC)=O ({[4-(4′-amino-2′-methyl-biphenyl-3-sulfonyl)-5-methylsulfanyl-thiophen-2-yl]-imino-methyl}-carbamic acid tert-butyl ester), C(C)OP(=O)(OCC)COS(=O)(=O)C(F)(F)F (trifluoro-methanesulfonic acid diethoxy-phosphorylmethyl ester), C([O-])([O-])=O.[Cs+].[Cs+] (cesium carbonate), C(C)OP(=O)(OCC)COS(=O)(=O)C(F)(F)F (trifluoro-methanesulfonic acid diethoxy-phosphorylmethyl ester). The solvent is CN(C(C)=O)C (N,N-dimethylacetamide). Run at temperature 50 celsius. Product: C(C)OP(OCC)(=O)CNC1=CC(=C(C=C1)C1=CC(=CC=C1)S(=O)(=O)C1=C(SC(=C1)C(=N)NC(=O)OC(C)(C)C)SC)C (({3′-[5-(tert-Butoxycarbonylamino-imino-methyl)-2-methylsulfanyl-thiophene-3-sulfonyl]-2-methyl-biphenyl-4-ylamino}-methyl)-phosphonic acid diethyl ester). The yield is 98.1%. As a reaction SMILES: [C:1]([O:5][C:6](=[O:34])[NH:7][C:8]([C:10]1[S:11][C:12]([S:32][CH3:33])=[C:13]([S:15]([C:18]2[CH:19]=[C:20]([C:24]3[CH:29]=[CH:28][C:27]([NH2:30])=[CH:26][C:25]=3[CH3:31])[CH:21]=[CH:22][CH:23]=2)(=[O:17])=[O:16])[CH:14]=1)=[NH:9])([CH3:4])([CH3:3])[CH3:2].C(=O)([O-])[O-].[Cs+].[Cs+].[CH2:41]([O:43][P:44]([CH2:49]OS(C(F)(F)F)(=O)=O)([O:46][CH2:47][CH3:48])=[O:45])[CH3:42]>CN(C)C(=O)C>[CH2:41]([O:43][P:44]([CH2:49][NH:30][C:27]1[CH:28]=[CH:29][C:24]([C:20]2[CH:21]=[CH:22][CH:23]=[C:18]([S:15]([C:13]3[CH:14]=[C:10]([C:8]([NH:7][C:6]([O:5][C:1]([CH3:4])([CH3:3])[CH3:2])=[O:34])=[NH:9])[S:11][C:12]=3[S:32][CH3:33])(=[O:17])=[O:16])[CH:19]=2)=[C:25]([CH3:31])[CH:26]=1)(=[O:45])[O:46][CH2:47][CH3:48])[CH3:42] |f:1.2.3|. Reported procedure: To a mixture of {[4-(4′-amino-2′-methyl-biphenyl-3-sulfonyl)-5-methylsulfanyl-thiophen-2-yl]-imino-methyl}-carbamic acid tert-butyl ester (30 mg, 58.0 μmol), as prepared according to the procedure of step b of Example 120, cesium carbonate (19 mg, 58 μmol), and N,N-dimethylacetamide (0.4 mL) was added a solution of trifluoro-methanesulfonic acid diethoxy-phosphorylmethyl ester (18 mg, 58 μmol) (Xu, Y. et al, J. Org. Chem. 61, 7697 (1996); Phillion, D. et al, Tetrahedron Lett. 27, 1477 (1986)), a...